This data is from the Open Reaction Database (ORD), a public repository of structured organic reaction records. The task is: describe an organic reaction: reactants, conditions, products, and yield The reactants are [BH4-], CC(C)(C)c1ccc(OCc2ccccc2)c(C(C)(C)C=O)c1, CO, Cl, [Na+]. Yields the product CC(C)(C)c1ccc(OCc2ccccc2)c(C(C)(C)CO)c1. Reaction SMILES: [BH4-:24].[CH2:1]([c:2]1[cH:3][cH:4][cH:5][cH:6][cH:7]1)[O:8][c:9]1[c:10]([C:19]([CH:20]=[O:21])([CH3:22])[CH3:23])[cH:11][c:12]([C:15]([CH3:16])([CH3:17])[CH3:18])[cH:13][cH:14]1.[CH3:27][OH:28].[ClH:26].[Na+:25]>>[CH2:1]([c:2]1[cH:3][cH:4][cH:5][cH:6][cH:7]1)[O:8][c:9]1[c:10]([C:19]([CH2:20][OH:21])([CH3:22])[CH3:23])[cH:11][c:12]([C:15]([CH3:16])([CH3:17])[CH3:18])[cH:13][cH:14]1.